This data is from the Open Reaction Database (ORD), a public repository of structured organic reaction records. The task is: describe an organic reaction: reactants, conditions, products, and yield Yields the product C1C(CC12CCC2)C(=O)O (spiro[3.3]heptane-2-carboxylic acid). Run at temperature 220 celsius. RXN SMILES: [CH2:1]1[C:4]2([CH2:7][CH2:6][CH2:5]2)[C:3](C(O)=O)(C(O)=O)[CH2:2]1.[C:14](=[O:16])=[O:15]>>[CH2:5]1[C:4]2([CH2:1][CH2:2][CH2:3]2)[CH2:7][CH:6]1[C:14]([OH:16])=[O:15]. Reported procedure: Crude spiro[3.3]heptane-3,3-dicarboxylic acid (8.3 g, 0.046 mole) was thermally decarboxylated by heating the material at 220° C for 30 min. Heating was discontinued when the evolution of carbon dioxide ceased. The mixture was cooled to yield 5.38 g of spiro[3.3]heptane-2-carboxylic acid. Reactants: C1CC(C12CCC2)(C(=O)O)C(=O)O (spiro[3.3]heptane-3,3-dicarboxylic acid), C(=O)=O (carbon dioxide). The reactants are BrC1=CN=C(C=2N1C=C(N2)\C=C\C2=NC1=CC=CC=C1C=C2)N2CCOCC2 ((E)-4-(5-Bromo-2-(2-(quinolin-2-yl)vinyl)imidazo[1,2-a]pyrazin-8-yl)morpholine), COC1=CC=C(CN2S(C3=C(N(C2=O)C)C=CC(=C3)B3OC(C(O3)(C)C)(C)C)(=O)=O)C=C1 (2-(4-Methoxybenzyl)-4-methyl-7-(4,4,5,5-tetramethyl-1,3,2-dioxaborolan-2-yl)-2H-benzo[e][1,2,4]thiadiazin-3(4H)-one 1,1-dioxide), C(=O)(C(F)(F)F)O (TFA). Yields the product FC(C(=O)O)(F)F.CN1C(NS(C2=C1C=CC(=C2)C2=CN=C(C=1N2C=C(N1)\C=C\C1=NC2=CC=CC=C2C=C1)N1CCOCC1)(=O)=O)=O ((E)-4-methyl-7-(8-morpholino-2-(2-(quinolin-2-yl)vinyl)imidazo[1,2-a]pyrazin-5-yl)-2H-benzo[e][1,2,4]thiadiazin-3(4H)-one 1,1-dioxide trifluoroacetic acid salt). Reaction SMILES: Br[C:2]1[N:7]2[CH:8]=[C:9](/[CH:11]=[CH:12]/[C:13]3[CH:22]=[CH:21][C:20]4[C:15](=[CH:16][CH:17]=[CH:18][CH:19]=4)[N:14]=3)[N:10]=[C:6]2[C:5]([N:23]2[CH2:28][CH2:27][O:26][CH2:25][CH2:24]2)=[N:4][CH:3]=1.COC1C=CC(C[N:36]2[C:41](=[O:42])[N:40]([CH3:43])[C:39]3[CH:44]=[CH:45][C:46](B4OC(C)(C)C(C)(C)O4)=[CH:47][C:38]=3[S:37]2(=[O:58])=[O:57])=CC=1.[C:61]([OH:67])([C:63]([F:66])([F:65])[F:64])=[O:62]>>[F:64][C:63]([F:66])([F:65])[C:61]([OH:67])=[O:62].[CH3:43][N:40]1[C:39]2[CH:44]=[CH:45][C:46]([C:2]3[N:7]4[CH:8]=[C:9](/[CH:11]=[CH:12]/[C:13]5[CH:22]=[CH:21][C:20]6[C:15](=[CH:16][CH:17]=[CH:18][CH:19]=6)[N:14]=5)[N:10]=[C:6]4[C:5]([N:23]4[CH2:24][CH2:25][O:26][CH2:27][CH2:28]4)=[N:4][CH:3]=3)=[CH:47][C:38]=2[S:37](=[O:58])(=[O:57])[NH:36][C:41]1=[O:42] |f:3.4|. Reported procedure: Compound 2b was subjected to Suzuki coupling conditions using the methods described in Example 1, Step G, with compound 40b and the resulting product was deprotected with TFA at 70° C. for 30 min. The reaction mixture was allowed to cool to rt and concentrated. The residue obtained was dried under reduced pressure overnight, suspended in ETOAc (10 mL) and sonicated for 10 min. The solid formed was collected by suction filtration and dried under reduced pressure to obtain the title compound 24. 1... Reaction SMILES: [OH:1][C:2]1[O:3][C:4]2[CH:12]=[C:11]([NH:13][S:14]([CH3:17])(=[O:16])=[O:15])[C:10]([O:18][C:19]3[CH:24]=[CH:23][CH:22]=[CH:21][CH:20]=3)=[CH:9][C:5]=2[C:6](=[O:8])[CH:7]=1.[N+:25]([O-])([OH:27])=[O:26]>C(O)(=O)C>[OH:1][C:2]1[O:3][C:4]2[CH:12]=[C:11]([NH:13][S:14]([CH3:17])(=[O:16])=[O:15])[C:10]([O:18][C:19]3[CH:24]=[CH:23][CH:22]=[CH:21][CH:20]=3)=[CH:9][C:5]=2[C:6](=[O:8])[C:7]=1[N+:25]([O-:27])=[O:26]. Conditions: time 20 minute. Product: OC=1OC2=C(C(C1[N+](=O)[O-])=O)C=C(C(=C2)NS(=O)(=O)C)OC2=CC=CC=C2 (2-hydroxy-7-methylsulfonylamino-3-nitro-6-phenoxy-4H-1-benzopyran-4-one). The solvent is C(C)(=O)O (acetic acid). Isolated yield 20.4%. Reported procedure: 3.47 g of 2-hydroxy-7-methylsulfonylamino-6-phenoxy-4H-1-benzopyran-4-one was suspended in 50 ml of acetic acid. Thereto was added 1.67 ml of concentrated nitric acid (specific gravity: 1.38). The mixture was stirred for 20 minutes at 100°-110° C. The reaction mixture was introduced into 300 ml of ice water. The resulting crystal was collected by filtration, washed with water, and recrystallized from acetonitrile to obtain 800 mg (yield: 20.4%) of 2-hydroxy-7-methylsulfonylamino-3-nitro-6-phenox... Reactants: OC=1OC2=C(C(C1)=O)C=C(C(=C2)NS(=O)(=O)C)OC2=CC=CC=C2 (2-hydroxy-7-methylsulfonylamino-6-phenoxy-4H-1-benzopyran-4-one), [N+](=O)(O)[O-] (nitric acid), ice water. The reactants are C1CCOC1, C[Si](C)(C)[N-][Si](C)(C)C, Cc1n[nH]c2ccc(-c3cnco3)cc12, ICCI, [Li+], [Na+], [Na+], O=S([O-])([O-])=S. The product is Cc1n[nH]c2ccc(-c3cnc(I)o3)cc12. RXN SMILES: [CH2:37]1[O:38][CH2:39][CH2:40][CH2:41]1.[CH3:16][Si:17]([N-:18][Si:19]([CH3:20])([CH3:21])[CH3:22])([CH3:23])[CH3:24].[CH3:1][c:2]1[n:3][nH:4][c:5]2[cH:6][cH:7][c:8](-[c:11]3[cH:12][n:13][cH:14][o:15]3)[cH:9][c:10]12.[I:26][CH2:27][CH2:28][I:29].[Li+:25].[Na+:35].[Na+:36].[S:30]([O-:31])([O-:32])(=[O:33])=[S:34]>>[CH3:1][c:2]1[n:3][nH:4][c:5]2[cH:6][cH:7][c:8](-[c:11]3[cH:12][n:13][c:14]([I:26])[o:15]3)[cH:9][c:10]12. Run in C(=O)O (formic acid). Starting materials: C(C1=CC=CC=C1)OC(NC(CNS(=O)(=O)C1=C(C=C(C=C1)Cl)Cl)C(NC(CC1=CC=C(C=C1)Cl)C(N(C(C)C)CC(OCC)OCC)=O)=O)=O (benzyl[1-{2-(4-chlorophenyl)-1-[(2,2-diethoxyethyl)-isopropylcarbamoyl]ethylcarbamoyl}-2-(2,4-dichlorobenzenesulfonylamino)ethyl]-carbamate). Yields the product C(C1=CC=CC=C1)OC(NC1CN(C2N(C1=O)C(C(N(C2)C(C)C)=O)CC2=CC=C(C=C2)Cl)S(=O)(=O)C2=C(C=C(C=C2)Cl)Cl)=O (Benzyl[6-(4-chlorobenzyl)-1-(2,4-dichlorobenzenesulfonyl)-8-isopropyl-4,7-dioxooctahydropyrazino[1,2-a]pyrimidin-3-yl]carbamate). As a reaction SMILES: [CH2:1]([O:8][C:9](=[O:51])[NH:10][CH:11]([C:25](=[O:50])[NH:26][CH:27]([C:36](=[O:49])[N:37]([CH2:41][CH:42](OCC)OCC)[CH:38]([CH3:40])[CH3:39])[CH2:28][C:29]1[CH:34]=[CH:33][C:32]([Cl:35])=[CH:31][CH:30]=1)[CH2:12][NH:13][S:14]([C:17]1[CH:22]=[CH:21][C:20]([Cl:23])=[CH:19][C:18]=1[Cl:24])(=[O:16])=[O:15])[C:2]1[CH:7]=[CH:6][CH:5]=[CH:4][CH:3]=1>C(O)=O>[CH2:1]([O:8][C:9](=[O:51])[NH:10][CH:11]1[C:25](=[O:50])[N:26]2[CH:27]([CH2:28][C:29]3[CH:30]=[CH:31][C:32]([Cl:35])=[CH:33][CH:34]=3)[C:36](=[O:49])[N:37]([CH:38]([CH3:40])[CH3:39])[CH2:41][CH:42]2[N:13]([S:14]([C:17]2[CH:22]=[CH:21][C:20]([Cl:23])=[CH:19][C:18]=2[Cl:24])(=[O:16])=[O:15])[CH2:12]1)[C:2]1[CH:3]=[CH:4][CH:5]=[CH:6][CH:7]=1. Yield: 92.9%. Reported procedure: A solution of 2.74 g (3.49 mmol) of benzyl[1-{2-(4-chlorophenyl)-1-[(2,2-diethoxyethyl)-isopropylcarbamoyl]ethylcarbamoyl}-2-(2,4-dichlorobenzenesulfonylamino)ethyl]-carbamate in 45 ml of formic acid was heated at 60° C. for 6 h. The reaction mixture was then concentrated in vacuo, and the residue was purified by chromatography on 40 g of SiO2 (eluent DCM followed by 20% EtOAc/DCM). 2.25 g of the cyclized compound are obtained as a colorless solid. Starting materials: [BH4-], COc1ccc(N)cc1, Cc1ccccc1, CCOC(C)=O, COC(=O)c1ccc(C=O)cc1, Cl, [Na+], O=C(Cl)CCCCc1ccccc1. Product: COC(=O)c1ccc(C2C(CCCc3ccccc3)C(=O)N2c2ccc(OC)cc2)cc1. As a reaction SMILES: [BH4-:35].[CH3:13][O:14][c:15]1[cH:16][cH:17][c:18]([NH2:21])[cH:19][cH:20]1.[CH3:38][c:39]1[cH:40][cH:41][cH:42][cH:43][cH:44]1.[CH3:45][CH2:46][O:47][C:48]([CH3:49])=[O:50].[CH:1](=[O:2])[c:3]1[cH:4][cH:5][c:6]([C:7](=[O:8])[O:9][CH3:10])[cH:11][cH:12]1.[ClH:37].[Na+:36].[c:22]1([CH2:28][CH2:29][CH2:30][CH2:31][C:32](=[O:33])[Cl:34])[cH:23][cH:24][cH:25][cH:26][cH:27]1>>[CH:1]1([c:3]2[cH:4][cH:5][c:6]([C:7](=[O:8])[O:9][CH3:10])[cH:11][cH:12]2)[N:21]([c:18]2[cH:17][cH:16][c:15]([O:14][CH3:13])[cH:20][cH:19]2)[C:32](=[O:33])[CH:31]1[CH2:30][CH2:29][CH2:28][c:22]1[cH:23][cH:24][cH:25][cH:26][cH:27]1. The reactants are CN(Cc1ccccc1)C(=O)c1noc(C(CCCC2CCCCC2)CC(=O)OC(C)(C)C)n1, ClCCl, O=C(O)C(F)(F)F. Yields the product CN(Cc1ccccc1)C(=O)c1noc(C(CCCC2CCCCC2)CC(=O)O)n1. Reaction SMILES: [CH2:1]([c:2]1[cH:3][cH:4][cH:5][cH:6][cH:7]1)[N:8]([C:9](=[O:10])[c:11]1[n:12][o:13][c:14]([CH:16]([CH2:17][C:18](=[O:19])[O:20][C:21]([CH3:22])([CH3:23])[CH3:24])[CH2:25][CH2:26][CH2:27][CH:28]2[CH2:29][CH2:30][CH2:31][CH2:32][CH2:33]2)[n:15]1)[CH3:34].[Cl:42][CH2:43][Cl:44].[OH:35][C:36]([C:37]([F:38])([F:39])[F:40])=[O:41]>>[CH2:1]([c:2]1[cH:3][cH:4][cH:5][cH:6][cH:7]1)[N:8]([C:9](=[O:10])[c:11]1[n:12][o:13][c:14]([CH:16]([CH2:17][C:18](=[O:19])[OH:20])[CH2:25][CH2:26][CH2:27][CH:28]2[CH2:29][CH2:30][CH2:31][CH2:32][CH2:33]2)[n:15]1)[CH3:34]. Reactants: [Al+3], [Cl-], [Cl-], [Cl-], [Cl-], ClCCl, O=C(O)C1CCC(=O)N1Cc1cccc(F)c1, O=S(Cl)Cl. The product is O=C1c2ccc(F)cc2CN2C(=O)CCC12. As a reaction SMILES: [Al+3:24].[Cl-:22].[Cl-:23].[Cl-:25].[Cl-:26].[Cl:27][CH2:28][Cl:29].[F:1][c:2]1[cH:3][c:4]([CH2:8][N:9]2[CH:10]([C:15](=[O:16])[OH:17])[CH2:11][CH2:12][C:13]2=[O:14])[cH:5][cH:6][cH:7]1.[S:18]([Cl:19])([Cl:20])=[O:21]>>[F:1][c:2]1[cH:3][c:4]2[c:5]([cH:6][cH:7]1)[C:15](=[O:17])[CH:10]1[N:9]([CH2:8]2)[C:13](=[O:14])[CH2:12][CH2:11]1.